describe an organic reaction: reactants, conditions, products, and yield From a dataset of the Open Reaction Database (ORD), a public repository of structured organic reaction records. The reactants are N1=C(C=CC=C1)CCNC=1C(N(C(=CN1)C)CC(=O)O)=O (3-[2-(2-pyridyl)ethylamino]-6-methyl-1-carboxymethylpyrazinone), ClC=1C=C(CN)C=CC1 (3-chlorobenzylamine). Product: N1=C(C=CC=C1)CCNC=1C(N(C(=CN1)C)NC(CCC1=CC(=CC=C1)Cl)=O)=O (3-[2-(2-Pyridyl)ethylamino]-6-Methyl-1-(3-chlorobenzylacetamido)-2-Pyrazinone). RXN SMILES: [N:1]1[CH:6]=[CH:5][CH:4]=[CH:3][C:2]=1[CH2:7][CH2:8][NH:9][C:10]1[C:11](=[O:21])[N:12](CC(O)=O)[C:13]([CH3:16])=[CH:14][N:15]=1.[Cl:22][C:23]1[CH:24]=[C:25]([CH:28]=[CH:29][CH:30]=1)[CH2:26]N>>[N:1]1[CH:6]=[CH:5][CH:4]=[CH:3][C:2]=1[CH2:7][CH2:8][NH:9][C:10]1[C:11](=[O:21])[N:12]([NH:12][C:11](=[O:21])[CH2:10][CH2:26][C:25]2[CH:28]=[CH:29][CH:30]=[C:23]([Cl:22])[CH:24]=2)[C:13]([CH3:16])=[CH:14][N:15]=1. Procedure: The title compound was prepared from 3-[2-(2-pyridyl)ethylamino]-6-methyl-1-carboxymethylpyrazinone and 3-chlorobenzylamine using the procedure of EXAMPLE V, Step F, mp 201°-207° C.: MS (FAB) 412 (M+1)+. The reactants are CN(C(=O)c1ccc(Cl)cc1)c1ccc(CCC2COC(C)(C)N2C(=O)OC(C)(C)C)cc1, CC#N, CCOC(C)=O, [Na+], [OH-], O, O=C(O)C(F)(F)F. The product is CN(C(=O)c1ccc(Cl)cc1)c1ccc(CCC(N)CO)cc1. Reaction SMILES: [C:1]([O:2][C:3](=[O:7])[N:8]1[C:4]([CH3:5])([CH3:6])[O:10][CH2:11][CH:12]1[CH2:13][CH2:14][c:15]1[cH:16][cH:17][c:18]([N:21]([CH3:22])[C:23]([c:24]2[cH:25][cH:26][c:27]([Cl:30])[cH:28][cH:29]2)=[O:31])[cH:19][cH:20]1)([CH3:9])([CH3:32])[CH3:33].[CH3:44][C:45]#[N:46].[CH3:47][CH2:48][O:49][C:50](=[O:51])[CH3:52].[Na+:43].[OH-:42].[OH2:34].[OH:35][C:36]([C:37]([F:38])([F:39])[F:40])=[O:41]>>[NH2:8][CH:12]([CH2:11][OH:10])[CH2:13][CH2:14][c:15]1[cH:16][cH:17][c:18]([N:21]([CH3:22])[C:23]([c:24]2[cH:25][cH:26][c:27]([Cl:30])[cH:28][cH:29]2)=[O:31])[cH:19][cH:20]1. Starting materials: C(C)(C)(C)OC(=O)N1CC(CC1)NC(=O)C=1SC=CC1NC1=C2C(=NC=C1)NC=C2 (3-{[3-(1H-Pyrrolo[2,3-b]pyridin-4-ylamino)-thiophene-2-carbonyl]-amino}-pyrrolidine-1-carboxylic acid tert-butyl ester), C1(=CC=CC=C1)[C@H](N)CO ((S)-2-phenylglycinol), N1C=CC=2C1=NC=CC2NC=2C1=C(SC2C(=O)O)C=CC=C1 (3-(1H-Pyrrolo[2,3-b]pyridin-4-ylamino)-benzo[b]thiophene-2-carboxylic acid). Product: OC[C@H](C1=CC=CC=C1)NC(=O)C1=C(C2=C(S1)C=CC=C2)NC2=C1C(=NC=C2)NC=C1 (3-(1H-Pyrrolo[2,3-b]pyridin-4-ylamino)-benzo[b]thiophene-2-carboxylic acid ((S)-2-hydroxy-1-phenyl-ethyl)-amide). As a reaction SMILES: C(OC(N1CCC(NC(C2SC=CC=2NC2C=CN=C3NC=CC=23)=O)C1)=O)(C)(C)C.[C:31]1([C@@H:37]([CH2:39][OH:40])[NH2:38])[CH:36]=[CH:35][CH:34]=[CH:33][CH:32]=1.[NH:41]1[C:45]2=[N:46][CH:47]=[CH:48][C:49]([NH:50][C:51]3[C:52]4[CH:62]=[CH:61][CH:60]=[CH:59][C:53]=4[S:54][C:55]=3[C:56](O)=[O:57])=[C:44]2[CH:43]=[CH:42]1>>[OH:40][CH2:39][C@@H:37]([NH:38][C:56]([C:55]1[S:54][C:53]2[CH:59]=[CH:60][CH:61]=[CH:62][C:52]=2[C:51]=1[NH:50][C:49]1[CH:48]=[CH:47][N:46]=[C:45]2[NH:41][CH:42]=[CH:43][C:44]=12)=[O:57])[C:31]1[CH:36]=[CH:35][CH:34]=[CH:33][CH:32]=1. Procedure: This compound was prepared in an analogous manner as 3-{[3-(1H-Pyrrolo[2,3-b]pyridin-4-ylamino)-thiophene-2-carbonyl]-amino}-pyrrolidine-1-carboxylic acid tert-butyl ester using (S)-2-phenylglycinol instead of 1-BOC-3-aminopyrrolidine and 3-(1H-Pyrrolo[2,3-b]pyridin-4-ylamino)-benzo[b]thiophene-2-carboxylic acid instead of 3-(1H-Pyrrolo[2,3-b]pyridin-4-ylamino)-thiophene-2-carboxylic acid. LCMS (ESI) 429 (M+H) 1H NMR (400 MHz, DMSO-d6) δ ppm 11.63 (1H, br. s.) 9.24 (1H, br. s.) 8.57 (1H, d, J=7.... The reactants are Cl (hydrochloric acid), O1C(CCCC1)N1OC(=CC1=O)CN1C(C(N=C(C2=C1C=CC=C2)C2=CC=CC=C2)NC(=O)C=2NC1=CC=CC=C1C2)=O ((3RS)-1,3-dihydro-1-[[2-(2-tetrahydropyranyl) -3-oxo-2,3-dihydroisoxazol-5-yl]methyl]-3-(2- indolylcarbonylamino) -5-phenyl-1,4-benzodiazepine-2-one), O1CCCC1 (Tetrahydrofuran). The solvent is CO (methanol). Product: OC1=NOC(=C1)CN1C(C(N=C(C2=C1C=CC=C2)C2=CC=CC=C2)NC(=O)C=2NC1=CC=CC=C1C2)=O ((3RS)-1,3-dihydro-1-[(3-hydroxyisoxazol-5-yl)methyl]-3-(2-indolylcarbonylamino) -5-phenyl-1,4-benzodiazepine-2-one). The yield is 82.0%. As a reaction SMILES: O1CCCCC1[N:7]1[C:11](=[O:12])[CH:10]=[C:9]([CH2:13][N:14]2[C:20]3[CH:21]=[CH:22][CH:23]=[CH:24][C:19]=3[C:18]([C:25]3[CH:30]=[CH:29][CH:28]=[CH:27][CH:26]=3)=[N:17][CH:16]([NH:31][C:32]([C:34]3[NH:35][C:36]4[C:41]([CH:42]=3)=[CH:40][CH:39]=[CH:38][CH:37]=4)=[O:33])[C:15]2=[O:43])[O:8]1.Cl.O1CCCC1>CO>[OH:12][C:11]1[CH:10]=[C:9]([CH2:13][N:14]2[C:20]3[CH:21]=[CH:22][CH:23]=[CH:24][C:19]=3[C:18]([C:25]3[CH:26]=[CH:27][CH:28]=[CH:29][CH:30]=3)=[N:17][CH:16]([NH:31][C:32]([C:34]3[NH:35][C:36]4[C:41]([CH:42]=3)=[CH:40][CH:39]=[CH:38][CH:37]=4)=[O:33])[C:15]2=[O:43])[O:8][N:7]=1. Reported procedure: To a suspension of (3RS)-1,3-dihydro-1-[[2-(2-tetrahydropyranyl) -3-oxo-2,3-dihydroisoxazol-5-yl]methyl]-3-(2- indolylcarbonylamino) -5-phenyl-1,4-benzodiazepine-2-one (212.9 mg) in methanol (4 ml) was added 2N hydrochloric acid under stirring at room temperature. Tetrahydrofuran (1 ml) was added thereto in order to gain a clear solution, which was stirred at the same temperature for 30 minutes. The reaction mixture was evaporated to dryness to afford yellow powder, which was washed with ether b... Reactants: O=C([O-])O, CCCCc1cc(Cn2cnc3cnc4ccccc4c32)no1, ClC(Cl)Cl, [NH4+], [Na+], [OH-], O=C(OO)c1cccc(Cl)c1, Cc1ccc(S(=O)(=O)Cl)cc1. Yields the product CCCCc1cc(Cn2cnc3c(N)nc4ccccc4c32)no1. RXN SMILES: [C:48](=[O:49])([OH:50])[O-:51].[CH2:12]([CH2:13][CH2:14][CH3:15])[c:16]1[cH:17][c:18]([CH2:21][n:22]2[cH:23][n:24][c:25]3[cH:26][n:27][c:28]4[cH:29][cH:30][cH:31][cH:32][c:33]4[c:34]23)[n:19][o:20]1.[CH:53]([Cl:54])([Cl:55])[Cl:56].[NH4+:46].[Na+:52].[OH-:47].[OH:1][O:2][C:3]([c:4]1[cH:5][c:6]([Cl:7])[cH:8][cH:9][cH:10]1)=[O:11].[c:35]1([CH3:36])[cH:37][cH:38][c:39]([S:40]([Cl:41])(=[O:42])=[O:43])[cH:44][cH:45]1>>[CH2:12]([CH2:13][CH2:14][CH3:15])[c:16]1[cH:17][c:18]([CH2:21][n:22]2[cH:23][n:24][c:25]3[c:26]([NH2:46])[n:27][c:28]4[cH:29][cH:30][cH:31][cH:32][c:33]4[c:34]23)[n:19][o:20]1. Reactants: CCOC(=O)COc1cc(F)ccc1C(=S)NCc1nc2c(F)c(F)cc(F)c2s1, CCO, [Na+], [OH-]. Yields the product O=C(O)COc1cc(F)ccc1C(=S)NCc1nc2c(F)c(F)cc(F)c2s1. RXN SMILES: [CH2:1]([CH3:2])[O:3][C:4]([CH2:5][O:6][c:7]1[c:8]([C:14]([NH:15][CH2:16][c:17]2[s:18][c:19]3[c:20]([n:21]2)[c:22]([F:28])[c:23]([F:27])[cH:24][c:25]3[F:26])=[S:29])[cH:9][cH:10][c:11]([F:13])[cH:12]1)=[O:30].[CH3:33][CH2:34][OH:35].[Na+:32].[OH-:31]>>[O:3]=[C:4]([CH2:5][O:6][c:7]1[c:8]([C:14]([NH:15][CH2:16][c:17]2[s:18][c:19]3[c:20]([n:21]2)[c:22]([F:28])[c:23]([F:27])[cH:24][c:25]3[F:26])=[S:29])[cH:9][cH:10][c:11]([F:13])[cH:12]1)[OH:30]. Reactants: ClC12CCN(C2CN(C1)C(=O)OCC)C (ethyl 5-chloro-2-methyl-2,7-diazabicyclo[3.3.0]octane-7-carboxylate). Run in Cl (hydrochloric acid). Product: ClC12CCN(C2CNC1)C (5-Chloro-2-methyl-2,7-diazabicyclo[3.3.0]octane). Reaction SMILES: [Cl:1][C:2]12[CH2:9][N:8](C(OCC)=O)[CH2:7][CH:6]1[N:5]([CH3:15])[CH2:4][CH2:3]2>Cl>[Cl:1][C:2]12[CH2:9][NH:8][CH2:7][CH:6]1[N:5]([CH3:15])[CH2:4][CH2:3]2. Procedure: 9.3 g (40 mmol) of ethyl 5-chloro-2-methyl-2,7-diazabicyclo[3.3.0]octane-7-carboxylate are heated under reflux overnight with 50 ml of concentrated hydrochloric acid. The mixture is concentrated, the residue is taken up in 30 ml of water, and the mixture is rendered alkaline with potassium carbonate and extracted five times with 50 ml of chloroform each time. The extracts are dried over potassium carbonate and concentrated, and the residue is distilled. Starting materials: ClC1=NC2=CC=C(C=C2C=C1)OCC1=CC(=CC=C1)OC (2-chloro-6-(3-methoxy-benzyloxy)-quinoline), N[C@@H]1CCC2=CC=CC=C12 ((R)-1-aminoindane). Run at temperature 130 celsius. The product is [C@H]1(CCC2=CC=CC=C12)NC1=NC2=CC=C(C=C2C=C1)OCC1=CC(=CC=C1)OC ((R)-Indan-1-yl-[6-(3-methoxy-benzyloxy)-quinolin-2-yl]-amine). The yield is 6.9%. Reaction SMILES: Cl[C:2]1[CH:11]=[CH:10][C:9]2[C:4](=[CH:5][CH:6]=[C:7]([O:12][CH2:13][C:14]3[CH:19]=[CH:18][CH:17]=[C:16]([O:20][CH3:21])[CH:15]=3)[CH:8]=2)[N:3]=1.[NH2:22][C@H:23]1[C:31]2[C:26](=[CH:27][CH:28]=[CH:29][CH:30]=2)[CH2:25][CH2:24]1>>[C@H:23]1([NH:22][C:2]2[CH:11]=[CH:10][C:9]3[C:4](=[CH:5][CH:6]=[C:7]([O:12][CH2:13][C:14]4[CH:19]=[CH:18][CH:17]=[C:16]([O:20][CH3:21])[CH:15]=4)[CH:8]=3)[N:3]=2)[C:31]2[C:26](=[CH:27][CH:28]=[CH:29][CH:30]=2)[CH2:25][CH2:24]1. Reported procedure: A stirred mixture of 2-chloro-6-(3-methoxy-benzyloxy)-quinoline (0.08 g, 0.4 mmol) and (R)-1-aminoindane (0.107 g, 1.00 mmol) was heated in a sealed tube for 20 h at 130° C. Purification by flash chromatography on silica gel (ethyl acetate in heptane, 0=>100%) yielded the title compound as a dark oil (11 mg, 10%), MS 397.5 [(M+H)+].